This data is from the Open Reaction Database (ORD), a public repository of structured organic reaction records. The task is: describe an organic reaction: reactants, conditions, products, and yield The reactants are CS(=O)(=O)Cl, CS(=O)(=O)OCCC1OCCc2cc(C(N)=O)ccc21, OCCC1OCCc2cc(N=C(c3ccccc3)c3ccccc3)ccc21. Product: CS(=O)(=O)OCCC1OCCc2cc(N=C(c3ccccc3)c3ccccc3)ccc21. RXN SMILES: [CH3:28][S:29]([Cl:30])(=[O:31])=[O:32].[CH3:33][S:34]([O:35][CH2:36][CH2:37][CH:38]1[c:39]2[cH:40][cH:41][c:42]([C:43]([NH2:44])=[O:45])[cH:46][c:47]2[CH2:48][CH2:49][O:50]1)(=[O:51])=[O:52].[c:1]1([C:7]([c:8]2[cH:9][cH:10][cH:11][cH:12][cH:13]2)=[N:14][c:15]2[cH:16][cH:17][c:18]3[c:19]([cH:27]2)[CH2:20][CH2:21][O:22][CH:23]3[CH2:24][CH2:25][OH:26])[cH:2][cH:3][cH:4][cH:5][cH:6]1>>[c:1]1([C:7]([c:8]2[cH:9][cH:10][cH:11][cH:12][cH:13]2)=[N:14][c:15]2[cH:16][cH:17][c:18]3[c:19]([cH:27]2)[CH2:20][CH2:21][O:22][CH:23]3[CH2:24][CH2:25][O:26][S:29]([CH3:28])(=[O:31])=[O:32])[cH:2][cH:3][cH:4][cH:5][cH:6]1. As a reaction SMILES: [C:30]([O:31][BH-:32]([O:33][C:34](=[O:35])[CH3:36])[O:37][C:38](=[O:39])[CH3:40])(=[O:41])[CH3:42].[CH2:1]=[O:2].[CH3:45][OH:46].[Cl:47][CH2:48][Cl:49].[NH3:44].[Na+:43].[o:3]1[c:4](-[c:12]2[c:13]([NH2:29])[n:14][cH:15][c:16](-[c:18]3[cH:19][n:20][n:21]([CH:23]4[CH2:24][CH2:25][NH:26][CH2:27][CH2:28]4)[cH:22]3)[n:17]2)[n:5][c:6]2[c:7]1[cH:8][cH:9][cH:10][cH:11]2>>[o:3]1[c:4](-[c:12]2[c:13]([NH2:29])[n:14][cH:15][c:16](-[c:18]3[cH:19][n:20][n:21]([CH:23]4[CH2:24][CH2:25][N:26]([CH3:30])[CH2:27][CH2:28]4)[cH:22]3)[n:17]2)[n:5][c:6]2[c:7]1[cH:8][cH:9][cH:10][cH:11]2. The reactants are CC(=O)O[BH-](OC(C)=O)OC(C)=O, C=O, CO, ClCCl, N, [Na+], Nc1ncc(-c2cnn(C3CCNCC3)c2)nc1-c1nc2ccccc2o1. Product: CN1CCC(n2cc(-c3cnc(N)c(-c4nc5ccccc5o4)n3)cn2)CC1.